This data is from the Open Reaction Database (ORD), a public repository of structured organic reaction records. The task is: describe an organic reaction: reactants, conditions, products, and yield Reactants: BrC=1N=CC(=NC1)C(=O)O (5-bromopyrazine-2-carboxylic acid), CC=1C(=NC=C(C1)C)N1CCNCC1 (1-(3,5-dimethylpyridin-2-yl)piperazine). The product is BrC=1N=CC(=NC1)C(=O)N1CCN(CC1)C1=NC=C(C=C1C)C ((5-bromopyrazin-2-yl)[4-(3,5-dimethylpyridin-2-yl)piperazin-1-yl]methanone). Isolated yield 69.5%. Reaction SMILES: [Br:1][C:2]1[N:3]=[CH:4][C:5]([C:8]([OH:10])=O)=[N:6][CH:7]=1.[CH3:11][C:12]1[C:13]([N:19]2[CH2:24][CH2:23][NH:22][CH2:21][CH2:20]2)=[N:14][CH:15]=[C:16]([CH3:18])[CH:17]=1>>[Br:1][C:2]1[N:3]=[CH:4][C:5]([C:8]([N:22]2[CH2:23][CH2:24][N:19]([C:13]3[C:12]([CH3:11])=[CH:17][C:16]([CH3:18])=[CH:15][N:14]=3)[CH2:20][CH2:21]2)=[O:10])=[N:6][CH:7]=1. Reported procedure: Using 5-bromopyrazine-2-carboxylic acid (203 mg) and 1-(3,5-dimethylpyridin-2-yl)piperazine (191 mg) described in Preparation Example 79 and by the reaction and treatment in the same manner as in Preparation Example 118, the title compound (261 mg) was obtained.